This data is from the Open Reaction Database (ORD), a public repository of structured organic reaction records. The task is: describe an organic reaction: reactants, conditions, products, and yield Starting materials: CC(C)(C)OC(=O)N1CCc2sc(S(=O)(=O)Cl)cc2C1, ClCCl, Nc1ccccc1NS(=O)(=O)c1cc2ccccc2s1, c1ccncc1. Yields the product CC(C)(C)OC(=O)N1CCc2sc(S(=O)(=O)Nc3ccccc3NS(=O)(=O)c3cc4ccccc4s3)cc2C1. RXN SMILES: [C:1]([CH3:2])([CH3:3])([CH3:4])[O:5][C:6](=[O:7])[N:8]1[CH2:9][c:10]2[c:11]([s:14][c:15]([S:17](=[O:18])(=[O:19])[Cl:20])[cH:16]2)[CH2:12][CH2:13]1.[Cl:47][CH2:48][Cl:49].[NH2:21][c:22]1[c:23]([NH:28][S:29](=[O:30])(=[O:31])[c:32]2[cH:33][c:34]3[c:35]([s:36]2)[cH:37][cH:38][cH:39][cH:40]3)[cH:24][cH:25][cH:26][cH:27]1.[cH:41]1[cH:42][cH:43][n:44][cH:45][cH:46]1>>[C:1]([CH3:2])([CH3:3])([CH3:4])[O:5][C:6](=[O:7])[N:8]1[CH2:9][c:10]2[c:11]([s:14][c:15]([S:17](=[O:18])(=[O:19])[NH:21][c:22]3[c:23]([NH:28][S:29](=[O:30])(=[O:31])[c:32]4[cH:33][c:34]5[c:35]([s:36]4)[cH:37][cH:38][cH:39][cH:40]5)[cH:24][cH:25][cH:26][cH:27]3)[cH:16]2)[CH2:12][CH2:13]1. Yield: 100.0%. Reaction SMILES: [CH:1]1[CH:2]=[CH:3][C:4]2N(O)N=[N:7][C:5]=2[CH:6]=1.O.[CH3:12][N:13]([CH3:16])C=O>O1CCCC1>[CH2:1]1[CH2:2][CH2:3][CH:12]([N:13]=[C:16]=[N:7][CH:5]2[CH2:4][CH2:3][CH2:2][CH2:1][CH2:6]2)[CH2:5][CH2:6]1. Starting materials: S-2-N(t-butoxycarbonyl)amino-3-p-fluoro-phenylthio propanoic acid, subtitled intermediate, 3B, C=1C=CC2=C(C1)N=NN2O (HOBT), O (H2O), CN(C=O)C (dimethylformamide). Run in O1CCCC1 (tetrahydrofuran). Product: C1CCC(CC1)N=C=NC2CCCCC2 (DCC), white solid. Procedure details: The subtitled compound was prepared substantially in accordance with the procedure detailed in Example 33, using 0.17 g (0.55 mmol) of S-2-N(t-butoxycarbonyl)amino-3-p-fluoro-phenylthio propanoic acid, 0.22 g (0.55 mmol) of the subtitled intermediate of Preparation 3B and 0.07 g (0.55 mmol) of HOBT.H2O, and 0.11 g (0.55 mmol) of DCC in 4 mL of tetrahydrofuran and 0.5 mL of dimethylformamide to provide 0.39 g of a white solid. The reactants are CC(=O)O, COc1ccc(-c2nc(C)c([N+](=O)[O-])[nH]2)cc1, [H][H]. The product is COc1ccc(-c2nc(C)c(NC(C)=O)[nH]2)cc1. Reaction SMILES: [C:20]([CH3:21])(=[O:22])[OH:23].[CH3:1][O:2][c:3]1[cH:4][cH:5][c:6](-[c:9]2[nH:10][c:11]([N+:15]([O-:16])=[O:17])[c:12]([CH3:14])[n:13]2)[cH:7][cH:8]1.[H:18][H:19]>>[CH3:1][O:2][c:3]1[cH:4][cH:5][c:6](-[c:9]2[nH:10][c:11]([NH:15][C:20]([CH3:21])=[O:22])[c:12]([CH3:14])[n:13]2)[cH:7][cH:8]1.